This data is from the Open Reaction Database (ORD), a public repository of structured organic reaction records. The task is: describe an organic reaction: reactants, conditions, products, and yield Starting materials: CCOCC, CCCCC, O=S(=O)(Cl)C(F)(F)F, CSc1ccc(OC(F)(F)C(O)c2ccc(F)cc2)cc1, [H-], [Na+]. The product is CSc1ccc(OC(F)(F)C(OS(=O)(=O)C(F)(F)F)c2ccc(F)cc2)cc1. As a reaction SMILES: [CH2:37]([O:38][CH2:39][CH3:40])[CH3:41].[CH3:32][CH2:33][CH2:34][CH2:35][CH3:36].[F:24][C:25]([S:26](=[O:27])(=[O:28])[Cl:29])([F:30])[F:31].[F:3][C:4]([CH:5]([OH:6])[c:7]1[cH:8][cH:9][c:10]([F:13])[cH:11][cH:12]1)([O:14][c:15]1[cH:16][cH:17][c:18]([S:21][CH3:22])[cH:19][cH:20]1)[F:23].[H-:2].[Na+:1]>>[F:3][C:4]([CH:5]([O:6][S:26]([C:25]([F:24])([F:30])[F:31])(=[O:27])=[O:28])[c:7]1[cH:8][cH:9][c:10]([F:13])[cH:11][cH:12]1)([O:14][c:15]1[cH:16][cH:17][c:18]([S:21][CH3:22])[cH:19][cH:20]1)[F:23]. The reactants are CS(C)=O, CCOC(C)=O, O=Cc1ccc(F)c(C2CC2)c1, O=C(NCCc1ccc(Cl)cc1)c1ccc(O)cc1, [K+], [K+], O=C([O-])[O-]. Product: O=Cc1ccc(Oc2ccc(C(=O)NCCc3ccc(Cl)cc3)cc2)c(C2CC2)c1. As a reaction SMILES: [CH3:38][S:39]([CH3:40])=[O:41].[CH3:42][CH2:43][O:44][C:45](=[O:46])[CH3:47].[CH:26]1([c:29]2[cH:30][c:31]([CH:32]=[O:33])[cH:34][cH:35][c:36]2[F:37])[CH2:27][CH2:28]1.[Cl:1][c:2]1[cH:3][cH:4][c:5]([CH2:6][CH2:7][NH:8][C:9]([c:10]2[cH:11][cH:12][c:13]([OH:16])[cH:14][cH:15]2)=[O:17])[cH:18][cH:19]1.[K+:20].[K+:21].[O-:22][C:23]([O-:24])=[O:25]>>[Cl:1][c:2]1[cH:3][cH:4][c:5]([CH2:6][CH2:7][NH:8][C:9]([c:10]2[cH:11][cH:12][c:13]([O:16][c:36]3[c:29]([CH:26]4[CH2:27][CH2:28]4)[cH:30][c:31]([CH:32]=[O:33])[cH:34][cH:35]3)[cH:14][cH:15]2)=[O:17])[cH:18][cH:19]1. Reactants: N#Cc1ccc(CBr)cc1, O=C([O-])[O-], CCC(C)=O, [K+], [K+], O, CNC(=O)COc1ccc(O)cc1. Yields the product CNC(=O)COc1ccc(OCc2ccc(C#N)cc2)cc1. RXN SMILES: [Br:20][CH2:21][c:22]1[cH:23][cH:24][c:25]([C:26]#[N:27])[cH:28][cH:29]1.[C:14](=[O:15])([O-:16])[O-:17].[CH3:31][C:32](=[O:33])[CH2:34][CH3:35].[K+:18].[K+:19].[OH2:30].[OH:1][c:2]1[cH:3][cH:4][c:5]([O:6][CH2:7][C:8](=[O:9])[NH:10][CH3:11])[cH:12][cH:13]1>>[O:1]([c:2]1[cH:3][cH:4][c:5]([O:6][CH2:7][C:8](=[O:9])[NH:10][CH3:11])[cH:12][cH:13]1)[CH2:21][c:22]1[cH:23][cH:24][c:25]([C:26]#[N:27])[cH:28][cH:29]1.